This data is from the Open Reaction Database (ORD), a public repository of structured organic reaction records. The task is: describe an organic reaction: reactants, conditions, products, and yield Starting materials: BrC1=CC=C(CN2CC3=CC=C(C=C3CC2)C(=O)OC)C=C1 (methyl 2-(4-bromobenzyl)-1,2,3,4-tetrahydroisoquinoline-6-carboxylate), CC1(OB(OC1(C)C)C=1CCN(CC1)C(=O)OC(C)(C)C)C (tert-butyl 4-(4,4,5,5-tetramethyl-1,3,2-dioxaborolan-2-yl)-3,6-dihydropyridine-1(2H)-carboxylate), C(=O)([O-])[O-].[Na+].[Na+] (Na2CO3). Reagents/catalysts: C=1C=CC(=CC1)[P](C=2C=CC=CC2)(C=3C=CC=CC3)[Pd]([P](C=4C=CC=CC4)(C=5C=CC=CC5)C=6C=CC=CC6)([P](C=7C=CC=CC7)(C=8C=CC=CC8)C=9C=CC=CC9)[P](C=1C=CC=CC1)(C=1C=CC=CC1)C=1C=CC=CC1 (Pd(Ph3P)4). Solvent: O (water), COCCOC (DME). Reaction conditions: temperature 80 celsius. The product is C(C)(C)(C)OC(=O)N1CCC(=CC1)C1=CC=C(CN2CC3=CC=C(C=C3CC2)C(=O)OC)C=C1 (methyl 2-{4-[1-(tert-butoxycarbonyl)-1,2,3,6-tetrahydropyridin-4-yl]benzyl}-1,2,3,4-tetrahydroisoquinoline-6-carboxylate). The yield is 82.1%. Reaction SMILES: Br[C:2]1[CH:22]=[CH:21][C:5]([CH2:6][N:7]2[CH2:16][CH2:15][C:14]3[C:9](=[CH:10][CH:11]=[C:12]([C:17]([O:19][CH3:20])=[O:18])[CH:13]=3)[CH2:8]2)=[CH:4][CH:3]=1.CC1(C)C(C)(C)OB([C:31]2[CH2:32][CH2:33][N:34]([C:37]([O:39][C:40]([CH3:43])([CH3:42])[CH3:41])=[O:38])[CH2:35][CH:36]=2)O1.C([O-])([O-])=O.[Na+].[Na+]>COCCOC.O.C1C=CC([P]([Pd]([P](C2C=CC=CC=2)(C2C=CC=CC=2)C2C=CC=CC=2)([P](C2C=CC=CC=2)(C2C=CC=CC=2)C2C=CC=CC=2)[P](C2C=CC=CC=2)(C2C=CC=CC=2)C2C=CC=CC=2)(C2C=CC=CC=2)C2C=CC=CC=2)=CC=1>[C:40]([O:39][C:37]([N:34]1[CH2:33][CH:32]=[C:31]([C:2]2[CH:22]=[CH:21][C:5]([CH2:6][N:7]3[CH2:16][CH2:15][C:14]4[C:9](=[CH:10][CH:11]=[C:12]([C:17]([O:19][CH3:20])=[O:18])[CH:13]=4)[CH2:8]3)=[CH:4][CH:3]=2)[CH2:36][CH2:35]1)=[O:38])([CH3:43])([CH3:41])[CH3:42] |f:2.3.4,^1:61,63,82,101|. Procedure: A solution of methyl 2-(4-bromobenzyl)-1,2,3,4-tetrahydroisoquinoline-6-carboxylate (200.0 mg, 0.600 mmol) and tert-butyl 4-(4,4,5,5-tetramethyl-1,3,2-dioxaborolan-2-yl)-3,6-dihydropyridine-1(2H)-carboxylate (188.8 mg, 0.6107 mmol) in DME (5.15 mL) was treated with Na2CO3 (2.00 M in water, 0.83 mL, 1.66 mmol). The mixture was degassed and Pd(Ph3P)4 (13 mg, 0.011 mmol) was added. The reaction mixture was heated under argon at 80° C. overnight. The mixture was then cooled to room temperature and d... Reactants: [BH4-].[Na+] (Sodium borohydride), ClC1=CC=C(C(=O)CCC(=O)OC)C=C1 (methyl 3-(4-chlorobenzoyl)propionate). The solvent is CO (methanol). Reaction conditions: time 4 hour. Product: ClC1=CC=C(C=C1)C(CCC(=O)OC)O (methyl 4-(4-chlorophenyl)-4-hydroxybutanoate). As a reaction SMILES: [BH4-].[Na+].[Cl:3][C:4]1[CH:17]=[CH:16][C:7]([C:8]([CH2:10][CH2:11][C:12]([O:14][CH3:15])=[O:13])=[O:9])=[CH:6][CH:5]=1>CO>[Cl:3][C:4]1[CH:5]=[CH:6][C:7]([CH:8]([OH:9])[CH2:10][CH2:11][C:12]([O:14][CH3:15])=[O:13])=[CH:16][CH:17]=1 |f:0.1|. Procedure details: Sodium borohydride (1.3 g, 35 mmol) was added portionwise to a stirred solution of methyl 3-(4-chlorobenzoyl)propionate (5.3 g, 23 mmol) in methanol (50 ml) at 0° C. The mixture was allowed to warm up to room temperature, stirred for 4 h and partitioned between 1M aqueous hydrochloric acid (100 ml) and DCM (150 ml). The organic layer was separated and the aqueous layer extracted with DCM 2×100 ml). The combined extracts were dried over anhydrous sodium sulphate, filtered and concentrated to give... The reactants are CCC(O)CO, COc1ccc(C(Cl)(c2ccccc2)c2ccc(OC)cc2)cc1, CN(C)c1ccncc1, c1ccncc1. The product is CCC(O)COC(c1ccccc1)(c1ccc(OC)cc1)c1ccc(OC)cc1. As a reaction SMILES: [CH2:25]([CH:26]([CH2:27][CH3:28])[OH:29])[OH:30].[CH3:1][O:2][c:3]1[cH:4][cH:5][c:6]([C:7]([c:8]2[cH:9][cH:10][c:11]([O:14][CH3:15])[cH:12][cH:13]2)([c:16]2[cH:17][cH:18][cH:19][cH:20][cH:21]2)[Cl:22])[cH:23][cH:24]1.[CH3:37][N:38]([c:39]1[cH:40][cH:41][n:42][cH:43][cH:44]1)[CH3:45].[cH:31]1[cH:32][cH:33][n:34][cH:35][cH:36]1>>[CH3:1][O:2][c:3]1[cH:4][cH:5][c:6]([C:7]([c:8]2[cH:9][cH:10][c:11]([O:14][CH3:15])[cH:12][cH:13]2)([c:16]2[cH:17][cH:18][cH:19][cH:20][cH:21]2)[O:30][CH2:25][CH:26]([CH2:27][CH3:28])[OH:29])[cH:23][cH:24]1. Starting materials: CO, COC(=O)c1ccc2c(c1)CCN2Cc1cccc([N+](=O)[O-])c1, [Na+], [OH-]. Yields the product O=C(O)c1ccc2c(c1)CCN2Cc1cccc([N+](=O)[O-])c1. As a reaction SMILES: [CH3:26][OH:27].[N+:1](=[O:2])([O-:3])[c:4]1[cH:5][c:6]([CH2:7][N:8]2[CH2:9][CH2:10][c:11]3[cH:12][c:13]([C:17](=[O:18])[O:19][CH3:20])[cH:14][cH:15][c:16]32)[cH:21][cH:22][cH:23]1.[Na+:25].[OH-:24]>>[N+:1](=[O:2])([O-:3])[c:4]1[cH:5][c:6]([CH2:7][N:8]2[CH2:9][CH2:10][c:11]3[cH:12][c:13]([C:17](=[O:18])[OH:19])[cH:14][cH:15][c:16]32)[cH:21][cH:22][cH:23]1.